Dataset: the Open Reaction Database (ORD), a public repository of structured organic reaction records. Task: describe an organic reaction: reactants, conditions, products, and yield Starting materials: ClC1=CC=C(C=C1)C1(CCN(CC1)C1=C2C(=NC=C1C(=O)O)NC=C2)CN2C(C1=CC=CC=C1C2=O)=O (4-[4-(4-chlorophenyl)-4-(1,3-dioxo-1,3-dihydroisoindol-2-ylmethyl)-piperidin-1-yl]-1H-pyrrolo[2,3-b]pyridine-5-carboxylic acid). Solvent: O (water). The product is ClC1=CC=C(C=C1)C1(CCN(CC1)C1=C2C(=NC=C1)NC=C2)CN (C-[4-(4-Chloro-phenyl)-1-(1H-pyrrolo[2,3-b]pyridin-4-yl)-piperidin-4-yl]-methylamine). Yield: 46.9%. As a reaction SMILES: [Cl:1][C:2]1[CH:7]=[CH:6][C:5]([C:8]2([CH2:26][N:27]3C(=O)C4C(=CC=CC=4)C3=O)[CH2:13][CH2:12][N:11]([C:14]3[C:19](C(O)=O)=[CH:18][N:17]=[C:16]4[NH:23][CH:24]=[CH:25][C:15]=34)[CH2:10][CH2:9]2)=[CH:4][CH:3]=1>O>[Cl:1][C:2]1[CH:7]=[CH:6][C:5]([C:8]2([CH2:26][NH2:27])[CH2:9][CH2:10][N:11]([C:14]3[CH:19]=[CH:18][N:17]=[C:16]4[NH:23][CH:24]=[CH:25][C:15]=34)[CH2:12][CH2:13]2)=[CH:4][CH:3]=1. Procedure: A mixture of crude 4-[4-(4-chlorophenyl)-4-(1,3-dioxo-1,3-dihydroisoindol-2-ylmethyl)-piperidin-1-yl]-1H-pyrrolo[2,3-b]pyridine-5-carboxylic acid (12.8 mg, 0.025 mmol) and water (1 mL) was irradiated in a microwave reactor (250 W) for 2 hrs at 180° C. The resulting suspension was filtered and the filtrate was concentrated. Preparative TLC gave the product (4 mg, 47%). LC-MS (LCT2) m/z 342 [M+H+], Rt 2.19 min. Reactants: F[B-](F)(F)F, Cc1onc(-c2ccccc2)c1COc1ccc(C(=O)O)cn1, CCN(C(C)C)C(C)C, NN1CCOCC1, CN(C)C=O, CN(C)C(On1nnc2ccccc21)=[N+](C)C. The product is Cc1onc(-c2ccccc2)c1COc1ccc(C(=O)NN2CCOCC2)cn1. RXN SMILES: [B-:31]([F:32])([F:33])([F:34])[F:35].[CH3:1][c:2]1[c:3]([CH2:13][O:14][c:15]2[n:16][cH:17][c:18]([C:19](=[O:20])[OH:21])[cH:22][cH:23]2)[c:4](-[c:7]2[cH:8][cH:9][cH:10][cH:11][cH:12]2)[n:5][o:6]1.[CH:53]([N:54]([CH2:55][CH3:56])[CH:57]([CH3:58])[CH3:59])([CH3:60])[CH3:61].[NH2:24][N:25]1[CH2:26][CH2:27][O:28][CH2:29][CH2:30]1.[O:62]=[CH:63][N:64]([CH3:65])[CH3:66].[n:36]1([O:37][C:38]([N:39]([CH3:40])[CH3:41])=[N+:42]([CH3:43])[CH3:44])[c:45]2[cH:46][cH:47][cH:48][cH:49][c:50]2[n:51][n:52]1>>[CH3:1][c:2]1[c:3]([CH2:13][O:14][c:15]2[n:16][cH:17][c:18]([C:19](=[O:21])[NH:24][N:25]3[CH2:26][CH2:27][O:28][CH2:29][CH2:30]3)[cH:22][cH:23]2)[c:4](-[c:7]2[cH:8][cH:9][cH:10][cH:11][cH:12]2)[n:5][o:6]1. The reactants are COc1ccccc1COCCCOc1ccc(C2C(O)CN(C(=O)OC(C)(C)C)CC2CO)cc1, ClCCl, ClC(c1ccccc1)(c1ccccc1)c1ccccc1, c1ccncc1. The product is COc1ccccc1COCCCOc1ccc(C2C(O)CN(C(=O)OC(C)(C)C)CC2COC(c2ccccc2)(c2ccccc2)c2ccccc2)cc1. As a reaction SMILES: [C:1]([CH3:2])([CH3:3])([CH3:4])[O:5][C:6](=[O:7])[N:8]1[CH2:9][CH:10]([OH:36])[CH:11]([c:16]2[cH:17][cH:18][c:19]([O:22][CH2:23][CH2:24][CH2:25][O:26][CH2:27][c:28]3[c:29]([O:34][CH3:35])[cH:30][cH:31][cH:32][cH:33]3)[cH:20][cH:21]2)[CH:12]([CH2:14][OH:15])[CH2:13]1.[Cl:63][CH2:64][Cl:65].[c:37]1([C:43]([Cl:44])([c:45]2[cH:46][cH:47][cH:48][cH:49][cH:50]2)[c:51]2[cH:52][cH:53][cH:54][cH:55][cH:56]2)[cH:38][cH:39][cH:40][cH:41][cH:42]1.[cH:57]1[cH:58][cH:59][n:60][cH:61][cH:62]1>>[C:1]([CH3:2])([CH3:3])([CH3:4])[O:5][C:6](=[O:7])[N:8]1[CH2:9][CH:10]([OH:36])[CH:11]([c:16]2[cH:17][cH:18][c:19]([O:22][CH2:23][CH2:24][CH2:25][O:26][CH2:27][c:28]3[c:29]([O:34][CH3:35])[cH:30][cH:31][cH:32][cH:33]3)[cH:20][cH:21]2)[CH:12]([CH2:14][O:15][C:43]([c:37]2[cH:38][cH:39][cH:40][cH:41][cH:42]2)([c:45]2[cH:46][cH:47][cH:48][cH:49][cH:50]2)[c:51]2[cH:52][cH:53][cH:54][cH:55][cH:56]2)[CH2:13]1. Reactants: C1(=CC=CC=C1)C(C)(C)N (2-phenylpropan-2-amine), C=O (formaldehyde), [BH4-].[Na+] (sodium borohydride). The solvent is CO (methanol), C1=CC=CC=C1 (benzene). Reaction conditions: temperature 80 celsius, time 2 hour. Yields the product CNC(C)(C)C1=CC=CC=C1 (N-methyl-2-phenylpropan-2-amine). RXN SMILES: [C:1]1([C:7]([NH2:10])([CH3:9])[CH3:8])[CH:6]=[CH:5][CH:4]=[CH:3][CH:2]=1.[CH2:11]=O.[BH4-].[Na+]>C1C=CC=CC=1.CO>[CH3:11][NH:10][C:7]([C:1]1[CH:6]=[CH:5][CH:4]=[CH:3][CH:2]=1)([CH3:9])[CH3:8] |f:2.3|. Procedure details: To a solution of 2-phenylpropan-2-amine (1 eq.) in benzene (0.25 M) was added formaldehyde (37% w/w aqueous solution, 2 eq.). The vessel attached a Dean-Stark apparatus and heated at 80° C. for 36 h. The reaction mixture was cooled to RT, dried with Na2SO4 and filtered. Concentration of the filtrate in vacuo afforded the crude imine. This was then taken up in methanol (1.4 M) and added sodium borohydride (10 eq.). The resulting mixture was stirred at RT for 2 h and then quenched with 1 N aq. HCl... The reactants are O=C(Cl)c1ccc(OC2CCN(C3CCC3)CC2)cc1, ClCCl, Cl, Fc1ccc2c(c1)CNC2. The product is O=C(c1ccc(OC2CCN(C3CCC3)CC2)cc1)N1Cc2ccc(F)cc2C1, Cl. Reaction SMILES: [CH:2]1([N:6]2[CH2:7][CH2:8][CH:9]([O:12][c:13]3[cH:14][cH:15][c:16]([C:17](=[O:18])[Cl:19])[cH:20][cH:21]3)[CH2:10][CH2:11]2)[CH2:3][CH2:4][CH2:5]1.[Cl:32][CH2:33][Cl:34].[ClH:1].[F:22][c:23]1[cH:24][c:25]2[c:29]([cH:30][cH:31]1)[CH2:28][NH:27][CH2:26]2>>[CH:2]1([N:6]2[CH2:7][CH2:8][CH:9]([O:12][c:13]3[cH:14][cH:15][c:16]([C:17](=[O:18])[N:27]4[CH2:26][c:25]5[cH:24][c:23]([F:22])[cH:31][cH:30][c:29]5[CH2:28]4)[cH:20][cH:21]3)[CH2:10][CH2:11]2)[CH2:3][CH2:4][CH2:5]1.[ClH:19]. Reactants: [OH-].[Na+] (sodium hydroxide), CN([C@@H]1CC[C@H](CC1)C(=O)NC1=C(OC2=C1C=C(C=C2)[N+](=O)[O-])C(=O)NC2=NC=C(C=C2)Cl)C (Trans-3-[4-(dimethylamino)cyclohexylcarbonylamino]-5-nitro-N-(5-chloropyridin-2-yl)benzofuran-2-carboxamide), [Sn](Cl)Cl (tin(II) chloride), O (water). Solvent: O1CCCC1 (tetrahydrofuran), C(C)O (ethanol). Run at time 1 hour. The product is NC=1C=CC2=C(C(=C(O2)C(=O)NC2=NC=C(C=C2)Cl)NC(=O)[C@@H]2CC[C@H](CC2)N(C)C)C1 (trans-5-amino-3-[4-(dimethylamino)cyclohexylcarbonylamino]-N-(5-chloropyridin-2-yl)-benzofuran-2-carboxamide). Yield: 50.8%. Reaction SMILES: [CH3:1][N:2]([CH3:34])[C@H:3]1[CH2:8][CH2:7][C@H:6]([C:9]([NH:11][C:12]2[C:16]3[CH:17]=[C:18]([N+:21]([O-])=O)[CH:19]=[CH:20][C:15]=3[O:14][C:13]=2[C:24]([NH:26][C:27]2[CH:32]=[CH:31][C:30]([Cl:33])=[CH:29][N:28]=2)=[O:25])=[O:10])[CH2:5][CH2:4]1.[Sn](Cl)Cl.O.[OH-].[Na+]>C(O)C.O1CCCC1>[NH2:21][C:18]1[CH:19]=[CH:20][C:15]2[O:14][C:13]([C:24]([NH:26][C:27]3[CH:32]=[CH:31][C:30]([Cl:33])=[CH:29][N:28]=3)=[O:25])=[C:12]([NH:11][C:9]([C@H:6]3[CH2:7][CH2:8][C@H:3]([N:2]([CH3:1])[CH3:34])[CH2:4][CH2:5]3)=[O:10])[C:16]=2[CH:17]=1 |f:3.4|. Reported procedure: Trans-3-[4-(dimethylamino)cyclohexylcarbonylamino]-5-nitro-N-(5-chloropyridin-2-yl)benzofuran-2-carboxamide (3.00 g) obtained in Example 18 is suspended in ethanol (100 ml), and thereto are added tin(II) chloride (anhydrous) (7.02 g) and water (1.0 ml). The mixture is heated under reflux for 7 hours, and allowed to stand for cooling. To the reaction solution are added 10% aqueous sodium hydroxide solution (30 ml) and tetrahydrofuran (200 ml), and the mixture is stirred at room temperature for on...